Dataset: the Open Reaction Database (ORD), a public repository of structured organic reaction records. Task: describe an organic reaction: reactants, conditions, products, and yield Starting materials: O=C([O-])O, Cc1ccccc1, O=C(Cl)Cl, ClCCl, CN(C)C(=O)c1cc(Br)ccc1N, [Na+]. The product is CN(C)C(=O)c1cc(Br)ccc1N=C=O. RXN SMILES: [C:21](=[O:22])([OH:23])[O-:24].[CH3:26][c:27]1[cH:28][cH:29][cH:30][cH:31][cH:32]1.[Cl:14][C:15]([Cl:16])=[O:17].[Cl:18][CH2:19][Cl:20].[NH2:1][c:2]1[c:3]([C:4](=[O:5])[N:6]([CH3:7])[CH3:8])[cH:9][c:10]([Br:13])[cH:11][cH:12]1.[Na+:25]>>[N:1]([c:2]1[c:3]([C:4](=[O:5])[N:6]([CH3:7])[CH3:8])[cH:9][c:10]([Br:13])[cH:11][cH:12]1)=[C:15]=[O:17]. RXN SMILES: C[O:2][C:3](=[O:24])[C:4]([NH2:23])([C:15]([C:17]1[CH:18]=[N:19][CH:20]=[CH:21][CH:22]=1)=[O:16])[CH2:5][C:6]1[C:14]2[C:9](=[CH:10][CH:11]=[CH:12][CH:13]=2)[NH:8][CH:7]=1.C1COCC1.[Li+].[OH-].Cl>CO.O>[NH:8]1[C:9]2[C:14](=[CH:13][CH:12]=[CH:11][CH:10]=2)[C:6]([CH2:5][C:4]([NH2:23])([C:15]([C:17]2[CH:18]=[N:19][CH:20]=[CH:21][CH:22]=2)=[O:16])[C:3]([OH:24])=[O:2])=[CH:7]1 |f:2.3|. Reaction conditions: temperature 25 celsius, time 2 hour. Procedure details: To a solution of 3(1H-indol-3-yl)-2-[pyridine-3-carbonyl]-amino-propionic acid methylester (0.5 g, 1.6 mmol), in methanol (5 mL), THF (9 mL) was added LiOH (0.39 g, 7.70 mmol), dissolved in water (3 mL), The mixture was allowed to stir at room temperature (25° C.) over 2 h. Stripped off solvent, acidified reaction mass with 1.5N HCl, extracted with ethylacetate (100 mL) dried over sodium sulphate and concentrated to obtain product as colorless solid (0.48 g, 99%). The reactants are COC(C(CC1=CNC2=CC=CC=C12)(C(=O)C=1C=NC=CC1)N)=O (3(1H-indol-3-yl)-2-[pyridine-3-carbonyl]-amino-propionic acid methylester), C1CCOC1 (THF), [Li+].[OH-] (LiOH), Cl (HCl). Run in CO (methanol), O (water). Yield: 97.0%. The product is N1C=C(C2=CC=CC=C12)CC(C(=O)O)(C(=O)C=1C=NC=CC1)N (3(1H-indol-3-yl)-2-[pyridine-3-carbonyl]-amino-propionic acid). The reactants are CCn1nccc1-c1cn(COC(=O)C(C)(C)C)c2ncc(Br)cc12, CC#N, ClCCl, CN(C)C(=O)c1cc(B2OC(C)(C)C(C)(C)O2)ccc1N, [Na+], [Na+], O=C([O-])[O-], C1CCOC1. Reaction SMILES: [Br:1][c:2]1[cH:3][c:4]2[c:5]([n:6][cH:7]1)[n:8]([CH2:18][O:19][C:20]([C:21]([CH3:22])([CH3:23])[CH3:24])=[O:25])[cH:9][c:10]2-[c:11]1[n:12]([CH2:16][CH3:17])[n:13][cH:14][cH:15]1.[CH3:61][C:62]#[N:63].[Cl:47][CH2:48][Cl:49].[NH2:26][c:27]1[c:28]([C:29](=[O:30])[N:31]([CH3:32])[CH3:33])[cH:34][c:35]([B:38]2[O:39][C:40]([CH3:41])([CH3:42])[C:43]([CH3:44])([CH3:45])[O:46]2)[cH:36][cH:37]1.[Na+:50].[Na+:51].[O-:52][C:53](=[O:54])[O-:55].[O:56]1[CH2:57][CH2:58][CH2:59][CH2:60]1>>[c:2]1(-[c:35]2[cH:34][c:28]([C:29](=[O:30])[N:31]([CH3:32])[CH3:33])[c:27]([NH2:26])[cH:37][cH:36]2)[cH:3][c:4]2[c:5]([n:6][cH:7]1)[n:8]([CH2:18][O:19][C:20]([C:21]([CH3:22])([CH3:23])[CH3:24])=[O:25])[cH:9][c:10]2-[c:11]1[n:12]([CH2:16][CH3:17])[n:13][cH:14][cH:15]1. The product is CCn1nccc1-c1cn(COC(=O)C(C)(C)C)c2ncc(-c3ccc(N)c(C(=O)N(C)C)c3)cc12.